This data is from the Open Reaction Database (ORD), a public repository of structured organic reaction records. The task is: describe an organic reaction: reactants, conditions, products, and yield The reactants are CC1=CC2=C(OCCO2)C=C1 (6-Methyl-1,4-benzodioxane), [N+](=O)(O)[O-] (HNO3). The solvent is C(C)(=O)O (acetic acid), C(C)(=O)O (acetic acid). Run at time 10 minute. Product: CC1=CC2=C(OCCO2)C=C1[N+](=O)[O-] (6-Methyl-7-nitro-1,4-benzodioxane). Yield: 99.2%. RXN SMILES: [CH3:1][C:2]1[CH:11]=[CH:10][C:5]2[O:6][CH2:7][CH2:8][O:9][C:4]=2[CH:3]=1.[N+:12]([O-])([OH:14])=[O:13]>C(O)(=O)C>[CH3:1][C:2]1[C:11]([N+:12]([O-:14])=[O:13])=[CH:10][C:5]2[O:6][CH2:7][CH2:8][O:9][C:4]=2[CH:3]=1. Reported procedure: To a solution of 1 (20.0 g, 133.3 mmol) in acetic acid (135 mL) was added a solution of fuming HNO3 (10 mL) in acetic acid (50 mL) dropwise over 30 minutes. The mixture was stirred at ambient temperature for 10 minutes, then poured into a beaker containing ice to give a crystalline precipitate, which was collected by vacuum filtration and washed with water to afford the product (25.8 g, 99.2 %) as an off-white solid. Reactants: Cl (hydrochloric acid), C1(=CC=CC=C1)C1=NN(C=C1CCC(=O)OCC)CC1=CC=C(C=C1)OCC1=NC=C(C=C1)C1=CC=CC=C1 (ethyl 3-[3-phenyl-1-[4-(5-phenyl-2-pyridylmethoxy)benzyl]-1H-pyrazol-4-yl]propionate), [OH-].[Na+] (sodium hydroxide), O1CCCC1 (tetrahydrofuran). The solvent is C(C)O (ethanol). Reaction conditions: time 2 hour. Yields the product C1(=CC=CC=C1)C1=NN(C=C1CCC(=O)O)CC1=CC=C(C=C1)OCC1=NC=C(C=C1)C1=CC=CC=C1 (3-[3-phenyl-1-[4-(5-phenyl-2-pyridylmethoxy)benzyl]-1H-pyrazol-4-yl]propionic acid). The yield is 89.4%. Reaction SMILES: [C:1]1([C:7]2[C:11]([CH2:12][CH2:13][C:14]([O:16]CC)=[O:15])=[CH:10][N:9]([CH2:19][C:20]3[CH:25]=[CH:24][C:23]([O:26][CH2:27][C:28]4[CH:33]=[CH:32][C:31]([C:34]5[CH:39]=[CH:38][CH:37]=[CH:36][CH:35]=5)=[CH:30][N:29]=4)=[CH:22][CH:21]=3)[N:8]=2)[CH:6]=[CH:5][CH:4]=[CH:3][CH:2]=1.[OH-].[Na+].O1CCCC1.Cl>C(O)C>[C:1]1([C:7]2[C:11]([CH2:12][CH2:13][C:14]([OH:16])=[O:15])=[CH:10][N:9]([CH2:19][C:20]3[CH:25]=[CH:24][C:23]([O:26][CH2:27][C:28]4[CH:33]=[CH:32][C:31]([C:34]5[CH:39]=[CH:38][CH:37]=[CH:36][CH:35]=5)=[CH:30][N:29]=4)=[CH:22][CH:21]=3)[N:8]=2)[CH:2]=[CH:3][CH:4]=[CH:5][CH:6]=1 |f:1.2|. Procedure: After a mixture of ethyl 3-[3-phenyl-1-[4-(5-phenyl-2-pyridylmethoxy)benzyl]-1H-pyrazol-4-yl]propionate (970 mg), 1N sodium hydroxide solution (5 ml), tetrahydrofuran (5 ml), and ethanol (5 ml) was stirred at room temperature for 2 hours, 1N hydrochloric acid (5 ml) was added to the mixture, and then the mixture was extracted with ethyl acetate. The ethyl acetate layer was washed with saturated aqueous sodium chloride solution, dried (MgSO4), and concentrated. The resulting colorless crystals we... Starting materials: ClC1=C(C=O)C=CC=C1 (o-chlorobenzaldehyde), C(CC(=O)C)(=O)OCCN1CCN(CC1)C(C1=CC=CC=C1)C1=CC=CC=C1 (2-(4-benzhydryl-1-piperazinyl)ethyl acetoacetate), N\C(=C/C(=O)OC)\C (methyl 3-aminocrotonate). Procedure details: A mixture of o-chlorobenzaldehyde, 2-(4-benzhydryl-1-piperazinyl)ethyl acetoacetate and methyl 3-aminocrotonate was worked up in isopropyl alcohol in the same manner as Example 1 to give 2-(4-benzhydryl-1-piperazinyl)ethyl methyl 4-(2-chlorophenyl)-2,6-dimethyl--1,4-dihydropyridine-3,5-dicarboxylate as a light yellow powder, m.p. 81°-83° C. (sintering). Yield (30.8%). IR(Nujol)cm-1 : 3320, 1680. NMR(CDCl3)δ: 2.26(6H,s, ##STR15## 3.56(3H,s,COOCH3), 4.12(2H,t,J=6,--COOCH2CH2 --), 4.17(1H,s, >N--CH... RXN SMILES: [Cl:1][C:2]1[CH:9]=[CH:8][CH:7]=[CH:6][C:3]=1[CH:4]=O.[C:10]([O:16][CH2:17][CH2:18][N:19]1[CH2:24][CH2:23][N:22]([CH:25]([C:32]2[CH:37]=[CH:36][CH:35]=[CH:34][CH:33]=2)[C:26]2[CH:31]=[CH:30][CH:29]=[CH:28][CH:27]=2)[CH2:21][CH2:20]1)(=[O:15])[CH2:11][C:12]([CH3:14])=O.[NH2:38]/[C:39](/[CH3:45])=[CH:40]\[C:41]([O:43][CH3:44])=[O:42]>C(O)(C)C>[Cl:1][C:2]1[CH:9]=[CH:8][CH:7]=[CH:6][C:3]=1[CH:4]1[C:40]([C:41]([O:43][CH3:44])=[O:42])=[C:39]([CH3:45])[NH:38][C:12]([CH3:14])=[C:11]1[C:10]([O:16][CH2:17][CH2:18][N:19]1[CH2:24][CH2:23][N:22]([CH:25]([C:26]2[CH:27]=[CH:28][CH:29]=[CH:30][CH:31]=2)[C:32]2[CH:37]=[CH:36][CH:35]=[CH:34][CH:33]=2)[CH2:21][CH2:20]1)=[O:15]. Product: ClC1=C(C=CC=C1)C1C(=C(NC(=C1C(=O)OC)C)C)C(=O)OCCN1CCN(CC1)C(C1=CC=CC=C1)C1=CC=CC=C1 (2-(4-benzhydryl-1-piperazinyl)ethyl methyl 4-(2-chlorophenyl)-2,6-dimethyl--1,4-dihydropyridine-3,5-dicarboxylate). Run in C(C)(C)O (isopropyl alcohol). Reactants: CCO, CC1(c2ncc(Cn3ncc([N+](=O)[O-])n3)s2)OCCO1, [Cl-], [Fe], N#N, [NH4+], O. Yields the product CC1(c2ncc(Cn3ncc(N)n3)s2)OCCO1. Reaction SMILES: [CH3:25][CH2:26][OH:27].[CH3:3][C:4]1([c:9]2[s:10][c:11]([CH2:14][n:15]3[n:16][cH:17][c:18]([N+:20]([O-:21])=[O:22])[n:19]3)[cH:12][n:13]2)[O:5][CH2:6][CH2:7][O:8]1.[Cl-:23].[Fe:29].[N:1]#[N:2].[NH4+:24].[OH2:28]>>[CH3:3][C:4]1([c:9]2[s:10][c:11]([CH2:14][n:15]3[n:16][cH:17][c:18]([NH2:20])[n:19]3)[cH:12][n:13]2)[O:5][CH2:6][CH2:7][O:8]1. The reactants are COCC#Cc1ccc(C(CC2CCCC2)C(=O)OC)cc1, [Li+], C1CCOC1, [OH-], O. Product: COCC#Cc1ccc(C(CC2CCCC2)C(=O)O)cc1. As a reaction SMILES: [CH3:1][O:2][C:3]([CH:4]([CH2:5][CH:6]1[CH2:7][CH2:8][CH2:9][CH2:10]1)[c:11]1[cH:12][cH:13][c:14]([C:17]#[C:18][CH2:19][O:20][CH3:21])[cH:15][cH:16]1)=[O:22].[Li+:23].[O:25]1[CH2:26][CH2:27][CH2:28][CH2:29]1.[OH-:24].[OH2:30]>>[O:2]=[C:3]([CH:4]([CH2:5][CH:6]1[CH2:7][CH2:8][CH2:9][CH2:10]1)[c:11]1[cH:12][cH:13][c:14]([C:17]#[C:18][CH2:19][O:20][CH3:21])[cH:15][cH:16]1)[OH:22].